Dataset: the Open Reaction Database (ORD), a public repository of structured organic reaction records. Task: describe an organic reaction: reactants, conditions, products, and yield Procedure: The titled compound was prepared according to the procedure described in Example 1F, substituting the ester from Example 1E for the ester from Example 3C. MS (ESI(+)) m/e 399 (M+H)+; 1H NMR (300 MHz, DMSO-d6) δ 9.96 (s, 1H), 7.30 (s, 1H), 7.25 (t, J=8.4 Hz, 1H), 7.18 (t, J=8.4 Hz, 1H), 7.08–7.14 (m, 2H), 6.78 (dt, J=6.9, 1.5 Hz, 1H), 6.55 (d, J=5.8 Hz, 1H), 6.51 (d, J=5.8 Hz, 1H), 4.12 (t, J=5.7 Hz, 2H), 3.70 (s, 3H), 3.6–3.3 (overlapping m, 2H). The reactants are OC=1C(=C(OC/C=C/C=2C=C(C=CC2)C2=CC(=NO2)C(=O)OCC)C=CC1)C(=O)OC (ethyl 5-(3-((1E)-3-(3-hydroxy-2-(methoxycarbonyl)phenoxy)prop-1-enyl)phenyl)isoxazole-3-carboxylate), OC=1C(=C(OCCNC=2C=C(C=CC2)C2=CC(=NO2)C(=O)OCC)C=CC1)C(=O)OC (ethyl 5-(3-((2-(3-hydroxy-2-(methoxycarbonyl)phenoxy)ethyl)amino)phenyl)isoxazole-3-carboxylate). As a reaction SMILES: OC1C(C(OC)=O)=C(C=CC=1)OC/C=C/C1C=C(C2ON=C(C(OCC)=O)C=2)C=CC=1.[OH:32][C:33]1[C:34]([C:59]([O:61][CH3:62])=[O:60])=[C:35]([CH:56]=[CH:57][CH:58]=1)[O:36][CH2:37][CH2:38][NH:39][C:40]1[CH:41]=[C:42]([C:46]2[O:50][N:49]=[C:48]([C:51]([O:53]CC)=[O:52])[CH:47]=2)[CH:43]=[CH:44][CH:45]=1>>[OH:32][C:33]1[C:34]([C:59]([O:61][CH3:62])=[O:60])=[C:35]([CH:56]=[CH:57][CH:58]=1)[O:36][CH2:37][CH2:38][NH:39][C:40]1[CH:41]=[C:42]([C:46]2[O:50][N:49]=[C:48]([C:51]([OH:53])=[O:52])[CH:47]=2)[CH:43]=[CH:44][CH:45]=1. The product is OC=1C(=C(OCCNC=2C=C(C=CC2)C2=CC(=NO2)C(=O)O)C=CC1)C(=O)OC (5-(3-((2-(3-hydroxy-2-(methoxycarbonyl)phenoxy)ethyl)amino)phenyl)isoxazole-3-carboxylic acid). Product: CCOc1cc(C(=Nc2ccc(-c3noc(C)n3)cc2)C(=NC(=O)OC)SC)ccc1OCC(=O)NC. Reactants: CNC(=O)CBr, O=C([O-])[O-], CCOc1cc(C(=Nc2ccc(-c3noc(C)n3)cc2)C(=NC(=O)OC)SC)ccc1O, CC(C)=O, CCOC(C)=O, [K+], [K+], O. RXN SMILES: [Br:7][CH2:8][C:9](=[O:10])[NH:11][CH3:12].[C:1](=[O:2])([O-:3])[O-:4].[CH3:13][O:14][C:15]([N:16]=[C:17]([C:18](=[N:19][c:20]1[cH:21][cH:22][c:23](-[c:26]2[n:27][o:28][c:29]([CH3:31])[n:30]2)[cH:24][cH:25]1)[c:32]1[cH:33][c:34]([O:39][CH2:40][CH3:41])[c:35]([OH:38])[cH:36][cH:37]1)[S:42][CH3:43])=[O:44].[CH3:46][C:47](=[O:48])[CH3:49].[CH3:50][CH2:51][O:52][C:53](=[O:54])[CH3:55].[K+:5].[K+:6].[OH2:45]>>[CH2:8]([C:9](=[O:10])[NH:11][CH3:12])[O:38][c:35]1[c:34]([O:39][CH2:40][CH3:41])[cH:33][c:32]([C:18]([C:17](=[N:16][C:15]([O:14][CH3:13])=[O:44])[S:42][CH3:43])=[N:19][c:20]2[cH:21][cH:22][c:23](-[c:26]3[n:27][o:28][c:29]([CH3:31])[n:30]3)[cH:24][cH:25]2)[cH:37][cH:36]1. The reactants are NC1=C(C=CC=C1)NC1=CC(=C(C=N1)CC(=O)N)NCC1=CC(=CC(=C1)F)F (6-[(2-aminophenyl)amino]-4-[(3,5-difluorobenzyl)amino]pyridine-3-carboxyamide), O.C1(=CC=C(C=C1)S(=O)(=O)O)C (p-toluenesulfonic acid monohydrate), NC1=C(C=CC=C1)NC1=CC(=C(C=N1)CC(=O)N)NCC1=CC(=CC(=C1)F)F (6-[(2-aminophenyl)amino]-4-[(3,5-difluorobenzyl)amino]pyridine-3-carboxyamide), C(OC)(OC)OC (trimethyl orthoformate). The solvent is CO (methanol). Run at time 4 hour. Product: N1(C=NC2=C1C=CC=C2)C2=CC(=C(C=N2)CC(=O)N)NCC2=CC(=CC(=C2)F)F (6-(1H-benzimidazol-1-yl)-4-[(3,5-difluorobenzyl)amino]pyridine-3-carboxyamide). Isolated yield 94.0%. Reaction SMILES: [NH2:1][C:2]1[CH:7]=[CH:6][CH:5]=[CH:4][C:3]=1[NH:8][C:9]1[N:14]=[CH:13][C:12]([CH2:15][C:16]([NH2:18])=[O:17])=[C:11]([NH:19][CH2:20][C:21]2[CH:26]=[C:25]([F:27])[CH:24]=[C:23]([F:28])[CH:22]=2)[CH:10]=1.[CH:29](OC)(OC)OC.O.C1(C)C=CC(S(O)(=O)=O)=CC=1>CO>[N:8]1([C:9]2[N:14]=[CH:13][C:12]([CH2:15][C:16]([NH2:18])=[O:17])=[C:11]([NH:19][CH2:20][C:21]3[CH:26]=[C:25]([F:27])[CH:24]=[C:23]([F:28])[CH:22]=3)[CH:10]=2)[C:3]2[CH:4]=[CH:5][CH:6]=[CH:7][C:2]=2[N:1]=[CH:29]1 |f:2.3|. Procedure details: 9 mg of 6-[(2-aminophenyl)amino]-4-[(3,5-difluorobenzyl)amino]pyridine-3-carboxyamide (the compound of step 1 of Example 365) was suspended in 0.2 ml of methanol, to which 0.2 mL of trimethyl orthoformate and a catalytic amount of p-toluenesulfonic acid monohydrate were added at room temperature, and stirred at the same temperature for 4 hours. The solvent was evaporated, saturated sodium bicarbonate was added to the residue, extracted with chloroform, the extract was washed with water, and drie... The reactants are Cl (hydrogen chloride), C(CCC)=O (n-butyraldehyde), nitroalkylacylthio ether, [OH-].[Na+] (sodium hydroxide), S1C(=CC=C1)CC(=O)O (thiolacetic acid), II, [N+](=O)([O-])CC(C)O (1-nitro-2-propanol), ClCCCCOCCCCCl (chlorobutyl ether). Solvent: C1(=CC=CC=C1)C (toluene), N1=CC=CC=C1 (pyridine). Yields the product 1-Methyl-2-nitroethyl-1'-acetylthiobutyl ether, N(O)=C1SC(OC1C)CCC (4- oximino-2-propyl-5-methyl-1,3-oxathiolane). Reaction SMILES: [N+:1]([CH2:4][CH:5]([OH:7])[CH3:6])([O-])=[O:2].C(=O)CCC.Cl.ClCCCCOCCCCCl.[S:25]1[CH:29]=[CH:28][CH:27]=[C:26]1CC(O)=O.[OH-].[Na+]>C1(C)C=CC=CC=1.N1C=CC=CC=1>[N:1](=[C:4]1[CH:5]([CH3:6])[O:7][CH:26]([CH2:27][CH2:28][CH3:29])[S:25]1)[OH:2] |f:5.6|. Procedure: 1-Methyl-2-nitroethyl-1'-acetylthiobutyl ether was prepared using procedures similar to those described in Examples I and II by chloroalkylation of 1-nitro-2-propanol with n-butyraldehyde and hydrogen chloride followed by treatment of the intermediate chlorobutyl ether with thiolacetic acid and then pyridine. Treatment of this nitroalkylacylthio ether in toluene with ethanolic sodium hydroxide as described in Example I afforded crude 4- oximino-2-propyl-5-methyl-1,3-oxathiolane comprised of a mi...